This data is from the Open Reaction Database (ORD), a public repository of structured organic reaction records. The task is: describe an organic reaction: reactants, conditions, products, and yield Starting materials: O=C(c1ncc[nH]1)c1ncc[nH]1, COc1ccc(C(N)C(O)c2ccc(OC)c(OCc3ccccc3)c2)cc1OCc1ccccc1, Cc1ccccc1. The product is COc1ccc(C2NC(=O)OC2c2ccc(OC)c(OCc3ccccc3)c2)cc1OCc1ccccc1. As a reaction SMILES: [C:37](=[O:38])([c:39]1[nH:40][cH:41][cH:42][n:43]1)[c:44]1[nH:45][cH:46][cH:47][n:48]1.[CH2:1]([c:2]1[cH:3][cH:4][cH:5][cH:6][cH:7]1)[O:8][c:9]1[cH:10][c:11]([CH:17]([CH:18]([NH2:19])[c:20]2[cH:21][c:22]([O:28][CH2:29][c:30]3[cH:31][cH:32][cH:33][cH:34][cH:35]3)[c:23]([O:26][CH3:27])[cH:24][cH:25]2)[OH:36])[cH:12][cH:13][c:14]1[O:15][CH3:16].[CH3:49][c:50]1[cH:51][cH:52][cH:53][cH:54][cH:55]1>>[CH2:1]([c:2]1[cH:3][cH:4][cH:5][cH:6][cH:7]1)[O:8][c:9]1[cH:10][c:11]([CH:17]2[CH:18]([c:20]3[cH:21][c:22]([O:28][CH2:29][c:30]4[cH:31][cH:32][cH:33][cH:34][cH:35]4)[c:23]([O:26][CH3:27])[cH:24][cH:25]3)[NH:19][C:37](=[O:38])[O:36]2)[cH:12][cH:13][c:14]1[O:15][CH3:16]. The reactants are C(C1=CC=CC=C1)NCCCCCCOCCCCC1=CC=CC=C1 (N-benzyl-6-(4-phenylbutoxy)hexylamine). Reagents/catalysts: [Pd] (Pd/C). Run in CCO (EtOH). Product: C1(=CC=CC=C1)CCCCOCCCCCCN (6-(4-phenylbutoxy)hexylamine). Isolated yield 97.7%. Reaction SMILES: C([NH:8][CH2:9][CH2:10][CH2:11][CH2:12][CH2:13][CH2:14][O:15][CH2:16][CH2:17][CH2:18][CH2:19][C:20]1[CH:25]=[CH:24][CH:23]=[CH:22][CH:21]=1)C1C=CC=CC=1>CCO.[Pd]>[C:20]1([CH2:19][CH2:18][CH2:17][CH2:16][O:15][CH2:14][CH2:13][CH2:12][CH2:11][CH2:10][CH2:9][NH2:8])[CH:25]=[CH:24][CH:23]=[CH:22][CH:21]=1. Procedure details: A solution of 4.02 g (11.86 mmol) N-benzyl-6-(4-phenylbutoxy)hexylamine in 40 ml EtOH is hydrogenated at room temperature and atmospheric pressure with 0.4 g 5% Pd/C. When 300 ml H2 have been absorbed, the mixture is filtered on decalite and the filtrate is concentrated to yield 2.89 g (97.9%) 6-(4-phenylbutoxy)hexylamine as an oil. The reactants are S(=O)(=O)(Cl)Cl (sulfuryl chloride), Cl.ClCCCN (3-chloropropyl amine hydrochloride). Run in C(C)#N (acetonitrile). Product: ClCCCNS(=O)(=O)Cl (3-chloropropylsulfamoyl chloride). RXN SMILES: [S:1]([Cl:5])(Cl)(=[O:3])=[O:2].Cl.[Cl:7][CH2:8][CH2:9][CH2:10][NH2:11]>C(#N)C>[Cl:7][CH2:8][CH2:9][CH2:10][NH:11][S:1]([Cl:5])(=[O:3])=[O:2] |f:1.2|. Procedure: To sulfuryl chloride (5 g, 30.05 mmol) in acetonitrile (30 mL), was added 3-chloropropyl amine hydrochloride (486 mg, 5.00 mmol). The reaction mixture was allowed to react at 80° C., evaporated and then extracted with diethyl ether and H2O, followed by evaporation of the organic layer under vacuum, to give 3-chloropropylsulfamoyl chloride that was used without further purification. Starting materials: solution, [F-].C(CCC)[N+](CCCC)(CCCC)CCCC (tetrabutylammonium fluoride), CC(C=O)(C)C (2,2-dimethylpropanal), C(C)(C)(C)[Si](C)(C)OCC1=CC(=CC=C1)OCOC (tert-butyl-[[3-(methoxymethoxy)phenyl]methoxy]-dimethyl-silane), C(C)(C)(C)[Si](C)(C)OCC1=CC(=CC=C1)OCOC (tert-butyl-[[3-(methoxymethoxy)phenyl]methoxy]-dimethyl-silane), C(CCC)[Li] (butyllithium). Solvent: C1CCOC1 (THF), [Cl-].[NH4+] (ammonium chloride), CCCCCC (Hexane), CCCCCC (Hexane). Conditions: time 2 hour. Yields the product OCC1=C(C(=CC=C1)OCOC)C(C(C)(C)C)O (1-[2-(hydroxymethyl)-6-(methoxymethoxy)phenyl]-2,2-dimethyl-propan-1-ol). The yield is 66.6%. Reaction SMILES: C([Si]([O:8][CH2:9][C:10]1[CH:15]=[CH:14][CH:13]=[C:12]([O:16][CH2:17][O:18][CH3:19])[CH:11]=1)(C)C)(C)(C)C.C([Li])CCC.[CH3:25][C:26]([CH3:30])([CH3:29])[CH:27]=[O:28].[F-].C([N+](CCCC)(CCCC)CCCC)CCC>CCCCCC.C1COCC1.[Cl-].[NH4+]>[OH:8][CH2:9][C:10]1[CH:15]=[CH:14][CH:13]=[C:12]([O:16][CH2:17][O:18][CH3:19])[C:11]=1[CH:27]([OH:28])[C:26]([CH3:30])([CH3:29])[CH3:25] |f:3.4,7.8|. Procedure: To a solution of tert-butyl-[[3-(methoxymethoxy)phenyl]methoxy]-dimethyl-silane (WO2012/076877 Intermediate 103, 500 mg, 1.77 mmol) in dry Hexane (5 mL), at room temperature, butyllithium 1.6M solution in Hexane (1.33 ml, 2.12 mmol) was slowly added and the reaction mixture was stirred for 2 hours at the same temperature. 2,2-dimethylpropanal (152.5 mg, 1.77 mmol) was added and the reaction mixture was stirred for further 30 minutes at the same temperature. The reaction was quenched with water (... The reactants are BrCC(=O)NCC(=O)N(C)C=1C(=C(COC=2C=CC=C3C=CC(=NC23)C)C(=CC1)Cl)Cl (8-[3-[N-(bromoacetylglycyl)-N-methylamino)-2,6-dichlorobenzyloxy]-2-methylquinoline), C(CCC)P(CCCC)CCCC (tri-n-butylphosphine). The solvent is O1CCCC1 (tetrahydrofuran). Run at time 2 hour. Yields the product [Br-].C(CCC)[P+](CC(=O)NCC(=O)N(C)C=1C(=C(COC=2C=CC=C3C=CC(=NC23)C)C(=CC1)Cl)Cl)(CCCC)CCCC (8-[3-[N-[2-(tri-n-butylphosphonio)acetylglycyl]-N-methylamino]-2,6-dichlorobenzyloxy]-2-methylquinoline bromide). Reaction SMILES: [Br:1][CH2:2][C:3]([NH:5][CH2:6][C:7]([N:9]([C:11]1[C:12]([Cl:31])=[C:13]([C:27]([Cl:30])=[CH:28][CH:29]=1)[CH2:14][O:15][C:16]1[CH:17]=[CH:18][CH:19]=[C:20]2[C:25]=1[N:24]=[C:23]([CH3:26])[CH:22]=[CH:21]2)[CH3:10])=[O:8])=[O:4].[CH2:32]([P:36]([CH2:41][CH2:42][CH2:43][CH3:44])[CH2:37][CH2:38][CH2:39][CH3:40])[CH2:33][CH2:34][CH3:35]>O1CCCC1>[Br-:1].[CH2:41]([P+:36]([CH2:32][CH2:33][CH2:34][CH3:35])([CH2:37][CH2:38][CH2:39][CH3:40])[CH2:2][C:3]([NH:5][CH2:6][C:7]([N:9]([C:11]1[C:12]([Cl:31])=[C:13]([C:27]([Cl:30])=[CH:28][CH:29]=1)[CH2:14][O:15][C:16]1[CH:17]=[CH:18][CH:19]=[C:20]2[C:25]=1[N:24]=[C:23]([CH3:26])[CH:22]=[CH:21]2)[CH3:10])=[O:8])=[O:4])[CH2:42][CH2:43][CH3:44] |f:3.4|. Reported procedure: A mixture of 8-[3-[N-(bromoacetylglycyl)-N-methylamino)-2,6-dichlorobenzyloxy]-2-methylquinoline (200 mg) and tri-n-butylphosphine (140 μl) in tetrahydrofuran (4 ml) was stirred for 2 hours at ambient temperature. The mixture was concentrated, and the residue was purified by flash chromatography (dichloromethane - methanol) to give 8-[3-[N-[2-(tri-n-butylphosphonio)acetylglycyl]-N-methylamino]-2,6-dichlorobenzyloxy]-2-methylquinoline bromide (128 mg) as an amorphous powder. The reactants are C[Mg]Br (effective_coupling_partner), COc3ccc2cc(/C=C/c1ccccc1)ccc2c3 (substrate). The reagents and catalysts are PCy3. Reaction conditions: temperature 80 celsius, time 20 minute. The product is Cc3ccc2cc(/C=C/c1ccccc1)ccc2c3. Starting materials: CCO, Cl, Cl, Cl, [Na+], [OH-], CCOC(=O)C(C)(C)c1cn2nc(CCCN3CCN(C(c4ccccc4)c4ccccc4)CC3)ccc2n1. The product is CC(C)(C(=O)O)c1cn2nc(CCCN3CCN(C(c4ccccc4)c4ccccc4)CC3)ccc2n1. Reaction SMILES: [CH3:45][CH2:46][OH:47].[ClH:1].[ClH:2].[ClH:3].[Na+:44].[OH-:43].[c:4]1([CH:10]([N:11]2[CH2:12][CH2:13][N:14]([CH2:17][CH2:18][CH2:19][c:20]3[cH:21][cH:22][c:23]4[n:24]([n:25]3)[cH:26][c:27]([C:29]([C:30](=[O:31])[O:32][CH2:33][CH3:34])([CH3:35])[CH3:36])[n:28]4)[CH2:15][CH2:16]2)[c:37]2[cH:38][cH:39][cH:40][cH:41][cH:42]2)[cH:5][cH:6][cH:7][cH:8][cH:9]1>>[c:4]1([CH:10]([N:11]2[CH2:12][CH2:13][N:14]([CH2:17][CH2:18][CH2:19][c:20]3[cH:21][cH:22][c:23]4[n:24]([n:25]3)[cH:26][c:27]([C:29]([C:30](=[O:31])[OH:32])([CH3:35])[CH3:36])[n:28]4)[CH2:15][CH2:16]2)[c:37]2[cH:38][cH:39][cH:40][cH:41][cH:42]2)[cH:5][cH:6][cH:7][cH:8][cH:9]1.